From a dataset of the Open Reaction Database (ORD), a public repository of structured organic reaction records. describe an organic reaction: reactants, conditions, products, and yield Starting materials: Oc1ccc(-c2ccc(OCc3ccccc3)cc2)cc1, Cc1ccccc1, CN(C(=O)OC(C)(C)C)c1cc(Cl)ccc1[N+](=O)[O-], [H-], [Na+]. Yields the product CN(C(=O)OC(C)(C)C)c1cc(Oc2ccc(-c3ccc(OCc4ccccc4)cc3)cc2)ccc1[N+](=O)[O-]. As a reaction SMILES: [CH2:1]([c:2]1[cH:3][cH:4][cH:5][cH:6][cH:7]1)[O:8][c:9]1[cH:10][cH:11][c:12](-[c:15]2[cH:16][cH:17][c:18]([OH:21])[cH:19][cH:20]2)[cH:13][cH:14]1.[CH3:43][c:44]1[cH:45][cH:46][cH:47][cH:48][cH:49]1.[Cl:22][c:23]1[cH:24][cH:25][c:26]([N+:38](=[O:39])[O-:40])[c:27]([N:29]([C:30]([O:31][C:32]([CH3:33])([CH3:34])[CH3:35])=[O:36])[CH3:37])[cH:28]1.[H-:41].[Na+:42]>>[CH2:1]([c:2]1[cH:3][cH:4][cH:5][cH:6][cH:7]1)[O:8][c:9]1[cH:10][cH:11][c:12](-[c:15]2[cH:16][cH:17][c:18]([O:21][c:23]3[cH:24][cH:25][c:26]([N+:38](=[O:39])[O-:40])[c:27]([N:29]([C:30]([O:31][C:32]([CH3:33])([CH3:34])[CH3:35])=[O:36])[CH3:37])[cH:28]3)[cH:19][cH:20]2)[cH:13][cH:14]1. Reactants: N1(C=NC=C1)CCCN (3-Imidazol-1-yl-propylamine), S1C(=CC=C1)C=O (Thiophene-2-carbaldehyde), C(C)OC(C(CCCCCC)=O)=O (2-Oxo-octanoic acid ethyl ester). Solvent: C(C)O (ethanol). Run at temperature 50 celsius, time 24 hour. The product is OC=1C(N(C(C1CCCCC)C=1SC=CC1)CCCN1C=NC=C1)=O (3-Hydroxy-1-(3-imidazol-1-yl-propyl)-4-pentyl-5-thiophen-2-yl-1,5-dihydro-pyrrol-2-one). RXN SMILES: [N:1]1([CH2:6][CH2:7][CH2:8][NH2:9])[CH:5]=[CH:4][N:3]=[CH:2]1.[S:10]1[CH:14]=[CH:13][CH:12]=[C:11]1[CH:15]=O.C([O:19][C:20](=O)[C:21](=[O:28])[CH2:22][CH2:23][CH2:24][CH2:25][CH2:26][CH3:27])C>C(O)C>[OH:28][C:21]1[C:20](=[O:19])[N:9]([CH2:8][CH2:7][CH2:6][N:1]2[CH:5]=[CH:4][N:3]=[CH:2]2)[CH:15]([C:11]2[S:10][CH:14]=[CH:13][CH:12]=2)[C:22]=1[CH2:23][CH2:24][CH2:25][CH2:26][CH3:27]. Reported procedure: 3-Imidazol-1-yl-propylamine (1 mmol) and Thiophene-2-carbaldehyde (1 mmol) were added to ethanol (5 ml). After 30 min 2-Oxo-octanoic acid ethyl ester (1 mmol) was added. The reaction was heated to 50° C. and stirred for 24 h. After evaporation of the solvent the residue was purified with chromatographic methods. The reactants are C1CCOC1, CN(C)CCN1C(=O)CCc2cc([N+](=O)[O-])cc(F)c21, CCO, [H][H]. Product: CN(C)CCN1C(=O)CCc2cc(N)cc(F)c21. RXN SMILES: [CH2:26]1[O:27][CH2:28][CH2:29][CH2:30]1.[CH3:1][N:2]([CH2:3][CH2:4][N:5]1[C:6](=[O:19])[CH2:7][CH2:8][c:9]2[cH:10][c:11]([N+:16]([O-:17])=[O:18])[cH:12][c:13]([F:15])[c:14]21)[CH3:20].[CH3:21][CH2:22][OH:23].[H:24][H:25]>>[CH3:1][N:2]([CH2:3][CH2:4][N:5]1[C:6](=[O:19])[CH2:7][CH2:8][c:9]2[cH:10][c:11]([NH2:16])[cH:12][c:13]([F:15])[c:14]21)[CH3:20].